The task is: describe an organic reaction: reactants, conditions, products, and yield. This data is from the Open Reaction Database (ORD), a public repository of structured organic reaction records. Starting materials: COC(=O)c1cccc2nn(-c3ccc(C#N)cc3)c(CCNCc3ccc(OC)cc3OC)c12, CO, [K+], [K+], O=C([O-])[O-]. Yields the product COc1ccc(CN2CCc3c4c(cccc4nn3-c3ccc(C#N)cc3)C2=O)c(OC)c1. Reaction SMILES: [C:1](#[N:2])[c:3]1[cH:4][cH:5][c:6](-[n:9]2[n:10][c:11]3[cH:12][cH:13][cH:14][c:15]([C:32](=[O:33])[O:34][CH3:35])[c:16]3[c:17]2[CH2:18][CH2:19][NH:20][CH2:21][c:22]2[c:23]([O:30][CH3:31])[cH:24][c:25]([O:28][CH3:29])[cH:26][cH:27]2)[cH:7][cH:8]1.[CH3:42][OH:43].[K+:36].[K+:37].[O-:38][C:39]([O-:40])=[O:41]>>[C:1](#[N:2])[c:3]1[cH:4][cH:5][c:6](-[n:9]2[n:10][c:11]3[cH:12][cH:13][cH:14][c:15]4[c:16]3[c:17]2[CH2:18][CH2:19][N:20]([CH2:21][c:22]2[c:23]([O:30][CH3:31])[cH:24][c:25]([O:28][CH3:29])[cH:26][cH:27]2)[C:32]4=[O:33])[cH:7][cH:8]1. Starting materials: [F-].C(CCC)[N+](CCCC)(CCCC)CCCC (tetra-n-butylammonium fluoride), NC1=C(C(=NN1C1=C(C=C(C=C1Cl)OC(F)(F)F)Cl)C#N)C#C[Si](C)(C)C (5-amino-3-cyano-1-(2,6-dichloro-4-trifluoromethoxyphenyl)-4-trimethylsilylethynylpyrazole), solution. Run in O1CCCC1 (tetrahydrofuran), ClCCl (dichloromethane). Product: NC1=C(C(=NN1C1=C(C=C(C=C1Cl)OC(F)(F)F)Cl)C#N)C#C (5-Amino-3-cyano-1-(2,6-dichloro-4-trifluoromethoxyphenyl)-4-ethynylpyrazole). As a reaction SMILES: [NH2:1][C:2]1[N:6]([C:7]2[C:12]([Cl:13])=[CH:11][C:10]([O:14][C:15]([F:18])([F:17])[F:16])=[CH:9][C:8]=2[Cl:19])[N:5]=[C:4]([C:20]#[N:21])[C:3]=1[C:22]#[C:23][Si](C)(C)C.[F-].C([N+](CCCC)(CCCC)CCCC)CCC>ClCCl.O1CCCC1>[NH2:1][C:2]1[N:6]([C:7]2[C:12]([Cl:13])=[CH:11][C:10]([O:14][C:15]([F:16])([F:18])[F:17])=[CH:9][C:8]=2[Cl:19])[N:5]=[C:4]([C:20]#[N:21])[C:3]=1[C:22]#[CH:23] |f:1.2|. Procedure details: To a stirred solution of 5-amino-3-cyano-1-(2,6-dichloro-4-trifluoromethoxyphenyl)-4-trimethylsilylethynylpyrazole (0.4657 g) in dichloromethane (5 ml) cooled in an ice-water bath was slowly added tetra-n-butylammonium fluoride (1.07 ml of a 1M solution in tetrahydrofuran). After five minutes the ice-water bath was removed. Stirring was continued for ten minutes then the reaction mixture was washed with water. The aqueous layer was washed with dichloromethane. The combined organic layers were wa... Starting materials: ClC1=CC2=C(NC3=C(C=CC(=C23)C2=CC(=CC=C2)S(=O)(=O)CC)O)N=C1 (3-chloro-5-(3-(ethylsulfonyl)phenyl)-9H-pyrido[2,3-b]indol-8-ol), C(C)S(=O)(=O)C=1C=C(C=CC1)C1=C2C3=C(NC2=C(C=C1)OCCO)N=CC(=C3)C (2-(5-(3-(ethylsulfonyl)phenyl)-3-methyl-9H-pyrido[2,3-b]indol-8-yloxy)ethanol). Product: ClC1=CC2=C(NC3=C(C=CC(=C23)C2=CC(=CC=C2)S(=O)(=O)CC)OCCCO)N=C1 (3-(3-chloro-5-(3-(ethylsulfonyl)phenyl)-9H-pyrido[2,3-b]indol-8-yloxy)propan-1-ol). As a reaction SMILES: [Cl:1][C:2]1[CH:26]=[N:25][C:5]2[NH:6][C:7]3[C:12]([C:4]=2[CH:3]=1)=[C:11]([C:13]1[CH:18]=[CH:17][CH:16]=[C:15]([S:19]([CH2:22][CH3:23])(=[O:21])=[O:20])[CH:14]=1)[CH:10]=[CH:9][C:8]=3[OH:24].C(S(C1C=C(C2C=C[C:44]([O:47]CCO)=[C:43]3[C:39]=2C2C=C(C)C=NC=2N3)C=CC=1)(=O)=O)C>>[Cl:1][C:2]1[CH:26]=[N:25][C:5]2[NH:6][C:7]3[C:12]([C:4]=2[CH:3]=1)=[C:11]([C:13]1[CH:18]=[CH:17][CH:16]=[C:15]([S:19]([CH2:22][CH3:23])(=[O:21])=[O:20])[CH:14]=1)[CH:10]=[CH:9][C:8]=3[O:24][CH2:39][CH2:43][CH2:44][OH:47]. Reported procedure: The title compound was prepared from Compound 218 by using an analogous procedure to that outlined in the preparation of Compound 215. 1H NMR (400 MHz, Methanol-d4) δ 8.45 (s, 1 H) 8.06 (m, 1 H) 8.01 (m, 2 H) 7.87 (t, J=8.0 Hz, 1 H) 7.63 (s, 1 H) 7.23 (d, J=8.32 Hz, 1 H) 7.16 (d, J=8.32 Hz, 1 H) 4.34 (t, J=6.32 Hz, 2 H) 3.72 (t, J=6.32 Hz, 2 H) 3.43 (q, J=7.32 Hz, 2 H) 2.02 (m, 2 H) 1.18 (t, J=7.32 Hz, 3 H). [M+H] calc'd for C22H22ClN2O4S, 445; found, 445. Starting materials: N[C@H](C(=O)O)[C@@H]1CC(=NO1)Cl ((αS,5S)-α-amino-3-chloro-4,5-dihydro-5-isoxazol-acetic acid), initial filtrate, [OH-].[Na+] (sodium hydroxide), Cl (hydrochloric acid). Product: C1C(ON=C1O)C(C(=O)O)N (tricholomic acid). Yield: 80.0%. Reaction SMILES: [NH2:1][C@@H:2]([C@H:6]1[O:10][N:9]=[C:8](Cl)[CH2:7]1)[C:3]([OH:5])=[O:4].[OH-:12].[Na+].Cl>>[CH2:7]1[C:8]([OH:12])=[N:9][O:10][CH:6]1[CH:2]([NH2:1])[C:3]([OH:5])=[O:4] |f:1.2|. Procedure: To 1.20 g. (6.75 mmole) of (αS,5S)-α-amino-3-chloro-4,5-dihydro-5-isoxazol-acetic acid (AT-125), is added 20 ml. of 2 N sodium hydroxide and stirred at 25° for 36 hours. The solution is brought to ~3.5 pH with 6 N hydrochloric acid (dropwise addition) and then stored at -10° (freezer) overnight. The crystals are collected by filtration, washed twice with cold water, and then dried giving 720 mg. of trichloromic acid. The initial filtrate is lyophilized and the resulting powder is taken up in 4 m... Starting materials: [Br-], C1CCOC1, C[Mg+], O=C1c2cn(-c3c(Cl)cc(C(F)(F)F)cc3Cl)nc2C(F)C1F, [Na+], O=C([O-])O. Yields the product CC1(O)c2cn(-c3c(Cl)cc(C(F)(F)F)cc3Cl)nc2C(F)C1F. RXN SMILES: [Br-:24].[CH2:32]1[O:33][CH2:34][CH2:35][CH2:36]1.[CH3:25][Mg+:26].[Cl:1][c:2]1[c:3](-[n:13]2[n:14][c:15]3[c:16]([cH:17]2)[C:18](=[O:23])[CH:19]([F:22])[CH:20]3[F:21])[c:4]([Cl:12])[cH:5][c:6]([C:8]([F:9])([F:10])[F:11])[cH:7]1.[Na+:31].[O-:27][C:28]([OH:29])=[O:30]>>[Cl:1][c:2]1[c:3](-[n:13]2[n:14][c:15]3[c:16]([cH:17]2)[C:18]([OH:23])([CH3:28])[CH:19]([F:22])[CH:20]3[F:21])[c:4]([Cl:12])[cH:5][c:6]([C:8]([F:9])([F:10])[F:11])[cH:7]1. Reactants: C(CCC)N1C(N(C(C=2NC(=NC12)Cl)=O)CCCCC1=CC(=NO1)C1=CC=CC=C1)=O (3-butyl-8-chloro-1-[4-(3-phenyl-5-isoxazolyl)butyl]-3,7-dihydro-1H-purine-2,6-dione), C(CCC)N1C(NC(C=2N(C(=NC12)Cl)CC=C)=O)=O (3-butyl-8-chloro-7-(2-propen-1-yl)-3,7-dihydro-1H-purine-2,6-dione), C1(=CC=CC=C1)CC1=NOC(=C1)CCCO (3-[3-(phenylmethyl)-5-isoxazolyl]-1-propanol). As a reaction SMILES: [CH2:1]([N:5]1[C:13]2[N:12]=[C:11]([Cl:14])[NH:10][C:9]=2[C:8](=[O:15])[N:7]([CH2:16][CH2:17][CH2:18][CH2:19][C:20]2ON=[C:22]([C:25]3[CH:30]=[CH:29][CH:28]=[CH:27][CH:26]=3)[CH:21]=2)[C:6]1=[O:31])[CH2:2][CH2:3][CH3:4].C(N1C2N=C(Cl)N(CC=C)C=2C(=O)NC1=O)CCC.C1(CC2C=C(CCCO)[O:60][N:59]=2)C=CC=CC=1>>[CH2:1]([N:5]1[C:13]2[N:12]=[C:11]([Cl:14])[NH:10][C:9]=2[C:8](=[O:15])[N:7]([CH2:16][CH2:17][CH2:18][C:19]2[O:60][N:59]=[C:21]([CH2:22][C:25]3[CH:30]=[CH:29][CH:28]=[CH:27][CH:26]=3)[CH:20]=2)[C:6]1=[O:31])[CH2:2][CH2:3][CH3:4]. Procedure: Prepared analogously to 3-butyl-8-chloro-1-[4-(3-phenyl-5-isoxazolyl)butyl]-3,7-dihydro-1H-purine-2,6-dione (Example 213) using half the molar quantities, starting from 3-butyl-8-chloro-7-(2-propen-1-yl)-3,7-dihydro-1H-purine-2,6-dione (50 mg, 0.177 mmol) and 3-[3-(phenylmethyl)-5-isoxazolyl]-1-propanol (38.4 mg, 0.177 mmol). Yield 24.2 mg, Product: C(CCC)N1C(N(C(C=2NC(=NC12)Cl)=O)CCCC1=CC(=NO1)CC1=CC=CC=C1)=O (3-Butyl-8-chloro-1-{3-[3-(phenylmethyl)-5-isoxazolyl]propyl}-3,7-dihydro-1H-purine-2,6-dione).